Task: describe an organic reaction: reactants, conditions, products, and yield. Dataset: the Open Reaction Database (ORD), a public repository of structured organic reaction records Run at temperature 80 celsius, time 8 hour. Reaction SMILES: [CH3:1][O:2][C:3]1[CH:4]=[C:5]2[C:10](=[CH:11][C:12]=1[O:13][CH3:14])[C:9](=[O:15])[CH2:8][CH2:7][CH2:6]2.Cl.[CH:17]([N:30]1[CH2:35][CH2:34][NH:33][CH2:32][CH2:31]1)([C:24]1[CH:29]=[CH:28][CH:27]=[CH:26][CH:25]=1)[C:18]1[CH:23]=[CH:22][CH:21]=[CH:20][CH:19]=1.C=O.[C:38](=O)([O-])O.[Na+]>O.C(OCC)C.C(O)C>[CH:17]([N:30]1[CH2:35][CH2:34][N:33]([CH2:38][CH:8]2[CH2:7][CH2:6][C:5]3[C:10](=[CH:11][C:12]([O:13][CH3:14])=[C:3]([O:2][CH3:1])[CH:4]=3)[C:9]2=[O:15])[CH2:32][CH2:31]1)([C:24]1[CH:29]=[CH:28][CH:27]=[CH:26][CH:25]=1)[C:18]1[CH:23]=[CH:22][CH:21]=[CH:20][CH:19]=1 |f:1.2,4.5|. The product is C(C1=CC=CC=C1)(C1=CC=CC=C1)N1CCN(CC1)CC1C(C2=CC(=C(C=C2CC1)OC)OC)=O (2-(4-benzhydryl-1-piperazinylmethyl)-6,7-dimethoxy-3,4-dihydro-1(2H)-naphthalenone), crystals. Run in O (water), C(C)O (ethanol), C(C)OCC (diethyl ether), O (water). Procedure details: In 100 ml. of ethanol is dissolved a mixture of 5 g. of 6,7-dimethoxy-3,4-dihydro-1(2H)-naphthalenone, 8 g. of 1-benzhydrylpiperazine hydrochloride and 10 g. of 37% aqueous formalin and the solution is allowed to stand at room temperature overnight, after which time it is heated at 80° C. for 7 hours. To the reaction mixture is added 500 ml. of water and, after shaking with 100 ml. of diethyl ether, the water layer is neutralized with sodium hydrogen carbonate and extracted with chloroform. The ... Reactants: C(O)([O-])=O.[Na+] (sodium hydrogen carbonate), C=O (formalin), COC=1C=C2CCCC(C2=CC1OC)=O (6,7-dimethoxy-3,4-dihydro-1(2H)-naphthalenone), Cl.C(C1=CC=CC=C1)(C1=CC=CC=C1)N1CCNCC1 (1-benzhydrylpiperazine hydrochloride).